From a dataset of the Open Reaction Database (ORD), a public repository of structured organic reaction records. describe an organic reaction: reactants, conditions, products, and yield The reactants are ice water, [H-].[Na+] (sodium hydride), CN(C=O)C (dimethylformamide), [H][H] (hydrogen), ClC1=CC=C(C=C2C(C(CC2)C)=O)C=C1 (2-(4-chlorobenzylidene)-5-methylcylopentanone). Yields the product ClC1=CC=C(C=C2C(C(CC2)(C)C)=O)C=C1 (2-(4-chlorobenzylidene)-5,5-dimethylcylopentanone). RXN SMILES: [H-].[Na+].[Cl:3][C:4]1[CH:17]=[CH:16][C:7]([CH:8]=[C:9]2[CH2:13][CH2:12][CH:11]([CH3:14])[C:10]2=[O:15])=[CH:6][CH:5]=1.[H][H].[CH3:20]N(C)C=O>>[Cl:3][C:4]1[CH:5]=[CH:6][C:7]([CH:8]=[C:9]2[CH2:13][CH2:12][C:11]([CH3:20])([CH3:14])[C:10]2=[O:15])=[CH:16][CH:17]=1 |f:0.1|. Procedure: 2.4 g of sodium hydride (60% oily sodium hydride washed with anhydrous benzene) was added to 100 ml of anhydrous dimethylformamide under nitrogen atmosphere while stirring. 24 g of 2-(4-chlorobenzylidene)-5-methylcylopentanone (prepared in Example 3) was added to the mixture, followed by stirring at room temperature until generation of hydrogen was terminated. After the addition of 15 g of methyl iodide, the mixture was stirred for a further 2 hours at 60° C. The reaction mixture thus obtained w...